Dataset: the Open Reaction Database (ORD), a public repository of structured organic reaction records. Task: describe an organic reaction: reactants, conditions, products, and yield Product: OCC1=NN2C(NC=3C=CC=C(C3C2=C1)OC)=O (2-(Hydroxymethyl)-10-methoxypyrazolo[1,5-c]quinazoline-5(6H)-one). RXN SMILES: [OH:1][C:2]1[C:3]2[C:4]3[N:5]([N:13]=[C:14]([CH2:16][OH:17])[CH:15]=3)[C:6](=[O:12])[NH:7][C:8]=2[CH:9]=[CH:10][CH:11]=1.[CH3:18]I.Cl>[Na].CO>[OH:17][CH2:16][C:14]1[CH:15]=[C:4]2[N:5]([C:6](=[O:12])[NH:7][C:8]3[CH:9]=[CH:10][CH:11]=[C:2]([O:1][CH3:18])[C:3]=32)[N:13]=1 |^1:20|. The solvent is [Na] (sodium), CO (methanol). Reported procedure: To 4.2 g of 10-hydroxy-2-(hydroxymethyl)pyrazolo[1,5-c]-quinazoline-5(6H)-one in a solution of 0.58 g sodium dissolved in 100 ml dry methanol is added 2.9 g of methyl iodide. After stirring for 3 hours at 50°, the reaction is neutralized with one equivalent of 1N hydrochloric acid, evaporated and the residue recrystallized from absolute ethanol to give the title compound. Starting materials: OC=1C=2C=3N(C(NC2C=CC1)=O)N=C(C3)CO (10-hydroxy-2-(hydroxymethyl)pyrazolo[1,5-c]-quinazoline-5(6H)-one), Cl (hydrochloric acid), CI (methyl iodide). Reaction conditions: time 3 hour. Starting materials: C1(=CC=CC=C1)P(C1=CC=CC=C1)C1=CC=CC=C1 (triphenylphosphine), compound, COC1=C(CN(S(=O)(=O)C2=CC3=C(NC(O3)=O)C=C2)C2=NC=NS2)C=CC(=C1)OC (N-(2,4-Dimethoxybenzyl)-2-oxo-N-(1,2,4-thiadiazol-5-yl)-2,3-dihydro-1,3-benzoxazole-6-sulfonamide), C1(=CC=CC=C1)[C@H](CCO)O ((S)-1-phenylpropane-1,3-diol), CCOC(=O)/N=N/C(=O)OCC (DEAD). Run in CCOC(=O)C (EtOAc), C([O-])(O)=O.[Na+] (sodium bicarbonate), C1CCOC1 (THF). Conditions: temperature 0 celsius, time 120 minute. The product is COC1=C(CN(S(=O)(=O)C2=CC3=C(N(C(O3)=O)[C@H](CCO)C3=CC=CC=C3)C=C2)C2=NC=NS2)C=CC(=C1)OC ((R)—N-(2,4-Dimethoxybenzyl)-3-(3-hydroxy-1-phenylpropyl)-2-oxo-N-(1,2,4-thiadiazol-5-yl)-2,3-dihydrobenzo[d]oxazole-6-sulfonamide). RXN SMILES: [CH3:1][O:2][C:3]1[CH:28]=[C:27]([O:29][CH3:30])[CH:26]=[CH:25][C:4]=1[CH2:5][N:6]([C:20]1[S:24][N:23]=[CH:22][N:21]=1)[S:7]([C:10]1[CH:19]=[CH:18][C:13]2[NH:14][C:15](=[O:17])[O:16][C:12]=2[CH:11]=1)(=[O:9])=[O:8].[C:31]1([C@@H:37](O)[CH2:38][CH2:39][OH:40])[CH:36]=[CH:35][CH:34]=[CH:33][CH:32]=1.C1(P(C2C=CC=CC=2)C2C=CC=CC=2)C=CC=CC=1.CCOC(/N=N/C(OCC)=O)=O>C1COCC1.CCOC(C)=O.C(=O)(O)[O-].[Na+]>[CH3:1][O:2][C:3]1[CH:28]=[C:27]([O:29][CH3:30])[CH:26]=[CH:25][C:4]=1[CH2:5][N:6]([C:20]1[S:24][N:23]=[CH:22][N:21]=1)[S:7]([C:10]1[CH:19]=[CH:18][C:13]2[N:14]([C@@H:37]([C:31]3[CH:36]=[CH:35][CH:34]=[CH:33][CH:32]=3)[CH2:38][CH2:39][OH:40])[C:15](=[O:17])[O:16][C:12]=2[CH:11]=1)(=[O:9])=[O:8] |f:6.7|. Procedure details: Accordingly, the compound of Formula 37-1 (N-(2,4-dimethoxybenzyl)-3-[(1R)-3-hydroxy-1-phenylpropyl]-2-oxo-N-(1,2,4-thiadiazol-5-yl)-2,3-dihydro-1,3-benzoxazole-6-sulfonamide) was prepared from a solution provided by dissolving 200 mg of the compound of Formula 1-5 (0.429 mmol, prepared as described above) and (S)-1-phenylpropane-1,3-diol (65.3 mg, 0.429 mmol) (0.429 mmol) in 2 mL of THF. This solution was cooled to 0° C. and treated with triphenylphosphine (0.225 g, 0.858 mmol) followed by DEAD... Reactants: CI (MeI), N[C@H]1[C@H](C[C@@H]([C@H]([C@@H]1OCC1=CC=CC=C1)OCC1=CC=CC=C1)CF)O ((1S,2S,3R,4R,5S)-2-amino-3,4-bis(benzyloxy)-5-(fluoromethyl)cyclohexanol), C(C)SN=C=O (ethylthioisocyanate), C1CCOC1 (THF), C1CCOC1 (THF). Yields the product C(C1=CC=CC=C1)O[C@H]1[C@@H]([C@H](C[C@H]2[C@@H]1N=C(O2)NCC)CF)OCC2=CC=CC=C2 ((3aS,4R,5R,6S,7aS)-4,5-bis(benzyloxy)-N-ethyl-6-(fluoromethyl)-3a,4,5,6,7,7a-hexahydrobenzo[d]oxazol-2-amine). Conditions: time 18 hour. Isolated yield 100.0%. As a reaction SMILES: [NH2:1][C@@H:2]1[C@@H:7]([O:8][CH2:9][C:10]2[CH:15]=[CH:14][CH:13]=[CH:12][CH:11]=2)[C@H:6]([O:16][CH2:17][C:18]2[CH:23]=[CH:22][CH:21]=[CH:20][CH:19]=2)[C@@H:5]([CH2:24][F:25])[CH2:4][C@@H:3]1[OH:26].C(S[N:30]=[C:31]=O)C.CI.[CH2:35]1[CH2:39]OCC1>CC(C)=O.C([O-])(O)=O.[Na+]>[CH2:9]([O:8][C@@H:7]1[C@H:2]2[N:1]=[C:31]([NH:30][CH2:39][CH3:35])[O:26][C@H:3]2[CH2:4][C@H:5]([CH2:24][F:25])[C@H:6]1[O:16][CH2:17][C:18]1[CH:19]=[CH:20][CH:21]=[CH:22][CH:23]=1)[C:10]1[CH:15]=[CH:14][CH:13]=[CH:12][CH:11]=1 |f:5.6|. The solvent is CC(=O)C (acetone), C(=O)(O)[O-].[Na+] (NaHCO3). Reported procedure: To a solution of (1S,2S,3R,4R,5S)-2-amino-3,4-bis(benzyloxy)-5-(fluoromethyl)cyclohexanol (182 mg, 0.507 mmol) in THF (4 mL) at room temperature was added a solution of ethylthioisocyanate (55 mg, 0.63 mmol) in THF (1 mL). The mixture was stirred at room temperature for 18 h. The solvent was evaporated to give a colorless syrup. This was dissolved in acetone (3 mL) and MeI (144 mg, 1.01 mmol) was added. The mixture was stirred at room temperature for 6 h. The reaction was diluted with saturated ... Reactants: C(C)C1C(CC(C1)OC1CCOCC1)C1=NN=C2N1C1=C(N=C2)N(C=C1)S(=O)(=O)C1=CC=C(C)C=C1 (1-(2-ethyl-4-(tetrahydro-2H-pyran-4-yloxy)cyclopentyl)-6-tosyl-6H-pyrrolo[2,3-e][1,2,4]triazolo[4,3-a]pyrazine), [OH-].[Na+] (NaOH), Cl (HCl). Solvent: O1CCOCC1 (p-dioxane). Conditions: temperature 55 celsius, time 45 minute. The product is C(C)[C@H]1[C@H](C[C@H](C1)OC1CCOCC1)C1=NN=C2N1C1=C(N=C2)NC=C1 (1-((1S,2R,4S)-2-ethyl-4-(tetrahydro-2H-pyran-4-yloxy)cyclopentyl)-6H-pyrrolo[2,3-e][1,2,4]triazolo[4,3-a]pyrazine). The yield is 47.4%. RXN SMILES: [CH2:1]([CH:3]1[CH2:7][CH:6]([O:8][CH:9]2[CH2:14][CH2:13][O:12][CH2:11][CH2:10]2)[CH2:5][CH:4]1[C:15]1[N:19]2[C:20]3[CH:26]=[CH:25][N:24](S(C4C=CC(C)=CC=4)(=O)=O)[C:21]=3[N:22]=[CH:23][C:18]2=[N:17][N:16]=1)[CH3:2].[OH-].[Na+].Cl>O1CCOCC1>[CH2:1]([C@@H:3]1[CH2:7][C@H:6]([O:8][CH:9]2[CH2:14][CH2:13][O:12][CH2:11][CH2:10]2)[CH2:5][C@@H:4]1[C:15]1[N:19]2[C:20]3[CH:26]=[CH:25][NH:24][C:21]=3[N:22]=[CH:23][C:18]2=[N:17][N:16]=1)[CH3:2] |f:1.2|. Reported procedure: To a solution of 1-(2-ethyl-4-(tetrahydro-2H-pyran-4-yloxy)cyclopentyl)-6-tosyl-6H-pyrrolo[2,3-e][1,2,4]triazolo[4,3-a]pyrazine (0.145 g, 0.285 mmol) in p-dioxane (6.00 mL) was added an aqueous solution of NaOH (1 N, 1.50 mL, 1.50 mmol). The reaction mixture was stirred at about 55° C. for about 45 min, then cooled to ambient temperature. The reaction mixture was acidified to about pH 2 by the addition of aqueous HCl (1 N, 6 mL). The aqueous layer was extracted with DCM (3×20 mL). The combined o... RXN SMILES: [C:1]([CH3:2])(=[O:3])[N:4]1[CH2:5][c:6]2[c:7]([n:17](-[c:25]3[cH:26][c:27]4[c:28]([cH:32][cH:33]3)[O:29][CH2:30][O:31]4)[n:18][c:19]2[C:20](=[O:21])[O:22][CH2:23][CH3:24])-[c:8]2[cH:9][c:10]([N+:14]([O-:15])=[O:16])[cH:11][cH:12][c:13]21.[CH3:34][C:35](=[O:36])[OH:37].[OH-:38].[OH-:39].[Pd+2:40]>>[C:1]([CH3:2])(=[O:3])[N:4]1[CH2:5][c:6]2[c:7]([n:17](-[c:25]3[cH:26][c:27]4[c:28]([cH:32][cH:33]3)[O:29][CH2:30][O:31]4)[n:18][c:19]2[C:20](=[O:21])[O:22][CH2:23][CH3:24])-[c:8]2[cH:9][c:10]([NH2:14])[cH:11][cH:12][c:13]21. Starting materials: CCOC(=O)c1nn(-c2ccc3c(c2)OCO3)c2c1CN(C(C)=O)c1ccc([N+](=O)[O-])cc1-2, CC(=O)O, [OH-], [OH-], [Pd+2]. The product is CCOC(=O)c1nn(-c2ccc3c(c2)OCO3)c2c1CN(C(C)=O)c1ccc(N)cc1-2. Reactants: NC1=NC=C(C=C1I)SC (2-Amino-5-methylthio-3-iodo-pyridine), C1(=CC=CC=C1)S(=O)(=O)Cl (benzenesulfonyl chloride), O (water). Run in N1=CC=CC=C1 (pyridine). Reaction conditions: temperature 60 celsius, time 15 hour. Yields the product C1(=CC=CC=C1)S(=O)(=O)NC1=NC=C(C=C1I)SC (2-benzenesulfonylamino-5-methylthio-3-iodo-pyridine). The yield is 56.6%. As a reaction SMILES: [NH2:1][C:2]1[C:7]([I:8])=[CH:6][C:5]([S:9][CH3:10])=[CH:4][N:3]=1.[C:11]1([S:17](Cl)(=[O:19])=[O:18])[CH:16]=[CH:15][CH:14]=[CH:13][CH:12]=1.O>N1C=CC=CC=1>[C:11]1([S:17]([NH:1][C:2]2[C:7]([I:8])=[CH:6][C:5]([S:9][CH3:10])=[CH:4][N:3]=2)(=[O:19])=[O:18])[CH:16]=[CH:15][CH:14]=[CH:13][CH:12]=1. Reported procedure: 2-Amino-5-methylthio-3-iodo-pyridine (2.95 g) and benzenesulfonyl chloride (2.35 g) were dissolved in pyridine (11.1 ml) and the solution was stirred at 60° C. for 15 hours. The reaction solution was poured into water, extracted with chloroform, washed with a saturated aqueous NaCl solution, dried over anhydrous sodium sulfate, filtered and concentrated under reduced pressure. The resulting residue was separated using silica gel column chromatography (chloroform:methanol=50:1) to obtain 2.55 g o... The reactants are COC1=CC=C2C(=NNC(C2=C1)=O)COC (7-methoxy-4-methoxymethyl-2H-phthalazin-1-one), P(=O)(Cl)(Cl)Cl (phosphoryl chloride). Yields the product ClC1=NN=C(C2=CC=C(C=C12)OC)COC (1-Chloro-7-methoxy-4-methoxymethylphthalazine). As a reaction SMILES: [CH3:1][O:2][C:3]1[CH:12]=[C:11]2[C:6]([C:7]([CH2:14][O:15][CH3:16])=[N:8][NH:9][C:10]2=O)=[CH:5][CH:4]=1.P(Cl)(Cl)([Cl:19])=O>>[Cl:19][C:10]1[C:11]2[C:6](=[CH:5][CH:4]=[C:3]([O:2][CH3:1])[CH:12]=2)[C:7]([CH2:14][O:15][CH3:16])=[N:8][N:9]=1. Procedure details: This compound is obtained according to the procedure described in 1.3. by reacting 7-methoxy-4-methoxymethyl-2H-phthalazin-1-one with phosphoryl chloride. Yields the product COC(C1=CC(=C(C=C1)OCC(C1CCCCC1)N1C(=NC2=C1C=CC=C2)C2=CC=C(C=C2)Cl)F)=O (4-{2-[2-(4-Chloro-phenyl)-benzoimidazol-1-yl]-2-cyclohexyl-ethoxy}-3-fluoro-benzoic acid methyl ester). Procedure details: The title compound was prepared in analogy to Example 4, intermediate, from 2-[2-(4-chloro-phenyl)-benzoimidazol-1-yl]-2-cyclohexyl-ethanol and 3-fluoro-hydroxy-benzoic acid methyl ester (commercially available) and replacing di-ethyl azodicarboxylate by di-tert-butyl azodicarboxylate. White solid (91%). MS (Turbo Spray): m/z=507.3 [M+H]. The reactants are solid, ClC1=CC=C(C=C1)C1=NC2=C(N1C(CO)C1CCCCC1)C=CC=C2 (2-[2-(4-chloro-phenyl)-benzoimidazol-1-yl]-2-cyclohexyl-ethanol), COC(C1=C(C(=CC=C1)F)O)=O (3-fluoro-hydroxy-benzoic acid methyl ester), N(=NC(=O)OC(C)(C)C)C(=O)OC(C)(C)C (di-tert-butyl azodicarboxylate). RXN SMILES: [Cl:1][C:2]1[CH:7]=[CH:6][C:5]([C:8]2[N:12]([CH:13]([CH:16]3[CH2:21][CH2:20][CH2:19][CH2:18][CH2:17]3)[CH2:14][OH:15])[C:11]3[CH:22]=[CH:23][CH:24]=[CH:25][C:10]=3[N:9]=2)=[CH:4][CH:3]=1.[CH3:26][O:27][C:28](=[O:37])[C:29]1[CH:34]=[CH:33][CH:32]=[C:31]([F:35])[C:30]=1O.N(C(OC(C)(C)C)=O)=NC(OC(C)(C)C)=O>>[CH3:26][O:27][C:28](=[O:37])[C:29]1[CH:34]=[CH:33][C:32]([O:15][CH2:14][CH:13]([N:12]2[C:11]3[CH:22]=[CH:23][CH:24]=[CH:25][C:10]=3[N:9]=[C:8]2[C:5]2[CH:6]=[CH:7][C:2]([Cl:1])=[CH:3][CH:4]=2)[CH:16]2[CH2:21][CH2:20][CH2:19][CH2:18][CH2:17]2)=[C:31]([F:35])[CH:30]=1. Reactants: CCOC(=O)C1(CC(=O)OC(C)(C)C)C(=O)N(Cc2ccc(Br)cc2F)C(=O)c2cccn21, ClCCl, O=C(O)C(F)(F)F. Yields the product CCOC(=O)C1(CC(=O)O)C(=O)N(Cc2ccc(Br)cc2F)C(=O)c2cccn21. RXN SMILES: [C:1]([CH3:2])([CH3:3])([CH3:4])[O:5][C:6]([CH2:7][C:8]1([C:28](=[O:29])[O:30][CH2:31][CH3:32])[C:9](=[O:27])[N:10]([CH2:18][c:19]2[c:20]([F:26])[cH:21][c:22]([Br:25])[cH:23][cH:24]2)[C:11](=[O:17])[c:12]2[n:13]1[cH:14][cH:15][cH:16]2)=[O:33].[Cl:41][CH2:42][Cl:43].[OH:34][C:35]([C:36]([F:37])([F:38])[F:39])=[O:40]>>[O:5]=[C:6]([CH2:7][C:8]1([C:28](=[O:29])[O:30][CH2:31][CH3:32])[C:9](=[O:27])[N:10]([CH2:18][c:19]2[c:20]([F:26])[cH:21][c:22]([Br:25])[cH:23][cH:24]2)[C:11](=[O:17])[c:12]2[n:13]1[cH:14][cH:15][cH:16]2)[OH:33]. Starting materials: COC(=O)C(C)c1ccc(C#Cc2cc(C3CC3)c3c(c2)C(C)(C)CC2(CC2)O3)cc1, CO, [Na+], [OH-]. The product is CC(C(=O)O)c1ccc(C#Cc2cc(C3CC3)c3c(c2)C(C)(C)CC2(CC2)O3)cc1. RXN SMILES: [CH3:1][O:2][C:3]([CH:4]([CH3:5])[c:6]1[cH:7][cH:8][c:9]([C:12]#[C:13][c:14]2[cH:15][c:16]([CH:28]3[CH2:29][CH2:30]3)[c:17]3[c:18]([cH:27]2)[C:19]([CH3:25])([CH3:26])[CH2:20][C:21]2([O:22]3)[CH2:23][CH2:24]2)[cH:10][cH:11]1)=[O:31].[CH3:34][OH:35].[Na+:33].[OH-:32]>>[O:2]=[C:3]([CH:4]([CH3:5])[c:6]1[cH:7][cH:8][c:9]([C:12]#[C:13][c:14]2[cH:15][c:16]([CH:28]3[CH2:29][CH2:30]3)[c:17]3[c:18]([cH:27]2)[C:19]([CH3:25])([CH3:26])[CH2:20][C:21]2([O:22]3)[CH2:23][CH2:24]2)[cH:10][cH:11]1)[OH:31].